From a dataset of the Open Reaction Database (ORD), a public repository of structured organic reaction records. describe an organic reaction: reactants, conditions, products, and yield Starting materials: BrC1=C(C=CC=C1)CC(=O)O (2-bromophenylacetic acid), NC=1C(=CC=CC1)C (o-toluidine). The product is CC1=C(C=CC=C1)NC1=C(C=CC=C1)CC(=O)O (2-[(2-methylphenyl)amino]phenylacetic acid). Reported procedure: In the manner described in example 3, 2-bromophenylacetic acid is condensed with o-toluidine to yield 2-[(2-methylphenyl)amino]phenylacetic acid. Reaction SMILES: Br[C:2]1[CH:7]=[CH:6][CH:5]=[CH:4][C:3]=1[CH2:8][C:9]([OH:11])=[O:10].[NH2:12][C:13]1[C:14]([CH3:19])=[CH:15][CH:16]=[CH:17][CH:18]=1>>[CH3:19][C:14]1[CH:15]=[CH:16][CH:17]=[CH:18][C:13]=1[NH:12][C:2]1[CH:7]=[CH:6][CH:5]=[CH:4][C:3]=1[CH2:8][C:9]([OH:11])=[O:10]. Starting materials: C(C)(C)(C)OC(=O)N[C@H](C)C(=O)O (Nα -t-butoxycarbonyl-D-alanine), C(C1=CC=CC=C1)N[C@@H](CC1=CNC=N1)C(=O)O (benzyl-L-histidine), C1(CCCCC1)N=C=NC1CCCCC1 (dicyclohexylcarbodiimide), resin, Nα -t-butoxycarbonyl-L-proline, C(C1=CC=CC=C1)N[C@@H](CC1=CNC=N1)C(=O)O (benzyl-L-histidine), C1(CCCCC1)N=C=NC1CCCCC1 (dicyclohexylcarbodiimide), C1(CCCCC1)N=C=NC1CCCCC1 (dicyclohexylcarbodiimide), C1(CCCCC1)N=C=NC1CCCCC1 (dicyclohexylcarbodiimide), C(C)(C)(C)OC(=O)N[C@@H](CC1=CNC2=CC=CC=C12)C(=O)O (Nα -t-butoxycarbonyl-L-tryptophan), [N+](=O)([O-])C1=CC=C(C=C1)OC([C@@H](NC(=O)OCC1=CC=CC=C1)CCC(N)=O)=O (Nα -benzyloxycarbonyl-L-glutamine p-nitrophenyl ester), C(C)(C)(C)OC(=O)N[C@@H](COCC1=CC=CC=C1)C(=O)O (Nα -t-butoxycarbonyl-O-benzyl-L-serine), resin, C1(CCCCC1)N=C=NC1CCCCC1 (dicyclohexylcarbodiimide), C1(CCCCC1)N=C=NC1CCCCC1 (dicyclohexylcarbodiimide), C(C)(C)(C)OC(=O)N[C@@H](CC1=CC=C(C=C1)OCC1=CC=CC=C1)C(=O)O (Nα -t-butoxycarbonyl-O-benzyl-L-tyrosine). Solvent: CN(C=O)C (dimethylformamide). Product: N[C@@H](CC1=CNC2=CC=CC=C12)C(=O)N[C@H](C)C(=O)O (l-tryptophyl-D-alanine). As a reaction SMILES: C(O[C:6]([NH:8][C@@H:9]([C:11]([OH:13])=[O:12])[CH3:10])=[O:7])(C)(C)C.C(OC([NH:21][C@H:22](C(O)=O)[CH2:23][C:24]1[C:32]2[C:27](=[CH:28][CH:29]=[CH:30][CH:31]=2)[NH:26][CH:25]=1)=O)(C)(C)C.C1(N=C=NC2CCCCC2)CCCCC1.C(OC(N[C@H](C(O)=O)COCC1C=CC=CC=1)=O)(C)(C)C.C(OC(N[C@H](C(O)=O)CC1C=CC(OCC2C=CC=CC=2)=CC=1)=O)(C)(C)C.C(N[C@H](C(O)=O)CC1N=CNC=1)C1C=CC=CC=1.[N+](C1C=CC(OC(=O)[C@H](CCC(=O)N)NC(OCC2C=CC=CC=2)=O)=CC=1)([O-])=O>CN(C)C=O>[NH2:21][C@H:22]([C:6]([NH:8][C@@H:9]([C:11]([OH:13])=[O:12])[CH3:10])=[O:7])[CH2:23][C:24]1[C:32]2[C:27](=[CH:28][CH:29]=[CH:30][CH:31]=2)[NH:26][CH:25]=1. Procedure details: Nα -Benzyloxycarbonyl-L-glutaminyl-L-prolyl-Nim -benzyl-L-histidyl-Nim -benzyl-L-histidyl-O-benzyl-L-tyrosyl-O-benzyl-L-seryl=l-tryptophyl-D-alanine resin is prepared by the General Procedure, given below, by successive coupling of 30 g. (0.0198 mol) of Nα -t-butoxycarbonyl-D-alanine resin with 1.) 9.1 g (0.03 mol) of Nα -t-butoxycarbonyl-L-tryptophan and 6.8 g. (0.03 mol) of dicyclohexylcarbodiimide, 2.) 9.0 g. (0.03 mol) of Nα -t-butoxycarbonyl-O-benzyl-L-serine and 6.8 g. (0.033 mol) of dicyc... The reactants are C(CCC)NCCCC (di-n-butyl amine), C(C)(=O)O (acetic acid). Product: C(C)(=O)O.C(CCC)NCCCC (di-n-butyl amine acetate). As a reaction SMILES: [CH2:1]([NH:5][CH2:6][CH2:7][CH2:8][CH3:9])[CH2:2][CH2:3][CH3:4].[C:10]([OH:13])(=[O:12])[CH3:11]>>[C:10]([OH:13])(=[O:12])[CH3:11].[CH2:1]([NH:5][CH2:6][CH2:7][CH2:8][CH3:9])[CH2:2][CH2:3][CH3:4] |f:2.3|. Reported procedure: Into a twelve liter Morton flask equipped with stirrer, thermometer, reflux condenser, heating mantle, and addition funnel are placed 89 grams (0.69 moles) of di-n-butyl amine and 42 grams (0.69 moles) of acetic acid. The resulting reaction mass temperature rises to 50° C. (as a result of salt formation to form di-n-butyl amine acetate). The reaction mass is cooled to 38° C. and rapidly, 1600 grams (19.74 moles) of 37% formaldehyde (effective weight 592 grams) is added to the reaction mass. Yields the product NC=1C(=NOC1C)C(=O)C1=C(C=CC=C1)F ((4-Amino-5-methylisoxazol-3-yl)-2-fluorophenylmethanone). Isolated yield 44.0%. Procedure details: A solution of (5-methyl-4-nitroisoxazol-3-yl)-2-fluorophenylmethanone of Example VIa (6.2 g, 25 mmoles) in tetrahydrofuran (THF) (25 ml) was added to a mixture of SnCl2.2H2O (22.4 g, 100 mmoles) in concentrated hydrochloric acid (40 ml) and THF (20 ml) with ice-bath cooling over 1 hour. After warming to room temperature, the reaction mixture was poured into cold 10% sodium hydroxide (500 ml) with stirring and extracted with ethyl acetate. The extracts were washed with dilute sodium chloride and ... As a reaction SMILES: [CH3:1][C:2]1[O:6][N:5]=[C:4]([C:7]([C:9]2[CH:14]=[CH:13][CH:12]=[CH:11][C:10]=2[F:15])=[O:8])[C:3]=1[N+:16]([O-])=O.O.O.Cl[Sn]Cl.[OH-].[Na+]>O1CCCC1.Cl>[NH2:16][C:3]1[C:4]([C:7]([C:9]2[CH:14]=[CH:13][CH:12]=[CH:11][C:10]=2[F:15])=[O:8])=[N:5][O:6][C:2]=1[CH3:1] |f:1.2.3,4.5|. The solvent is O1CCCC1 (tetrahydrofuran), Cl (hydrochloric acid), O1CCCC1 (THF). Reactants: CC1=C(C(=NO1)C(=O)C1=C(C=CC=C1)F)[N+](=O)[O-] ((5-methyl-4-nitroisoxazol-3-yl)-2-fluorophenylmethanone), O.O.Cl[Sn]Cl (SnCl2.2H2O), [OH-].[Na+] (sodium hydroxide).